describe an organic reaction: reactants, conditions, products, and yield From a dataset of the Open Reaction Database (ORD), a public repository of structured organic reaction records. Starting materials: CC1=CC2=C(NC(N2)=S)C=C1 (5-methyl-benzimidazoline-2-thione), Cl.N1(CCCCC1)CCCl (2-(1-piperidyl)-ethylchloride hydrochloride), C(O)([O-])=O.[Na+] (sodium hydrogencarbonate). The solvent is CO (methanol). Yields the product Cl.Cl.N1(CCCCC1)CCSC=1NC2=C(N1)C=CC(=C2)C (2-(2-(1-piperidyl)-ethylthio)-5-methyl-benzimidazoledihydrochloride). Reaction SMILES: [CH3:1][C:2]1[CH:11]=[CH:10][C:5]2[NH:6][C:7](=[S:9])[NH:8][C:4]=2[CH:3]=1.[ClH:12].[N:13]1([CH2:19][CH2:20][Cl:21])[CH2:18][CH2:17][CH2:16][CH2:15][CH2:14]1.C(=O)([O-])O.[Na+]>CO>[ClH:21].[ClH:12].[N:13]1([CH2:19][CH2:20][S:9][C:7]2[NH:8][C:4]3[CH:3]=[C:2]([CH3:1])[CH:11]=[CH:10][C:5]=3[N:6]=2)[CH2:18][CH2:17][CH2:16][CH2:15][CH2:14]1 |f:1.2,3.4,6.7.8|. Procedure details: 4.87 g (30 mmoles) of 5-methyl-benzimidazoline-2-thione, 6.54 g (35.5 mmoles) of 2-(1-piperidyl)-ethylchloride hydrochloride, 2.78 g (33 mmoles) of sodium hydrogencarbonate are dissolvent in 60 ml of methanol and the mixture is refluxed for 6 hours. The inorganic salt is filtered off, the filtrate is evaporated, and the title compound is precipitated by adding ethyl acetate and hydrochloric ethyl acetate. Weight: 9.32 g (90%). Melting point: 229°-230° C., which does not change after recrystalliz... Reactants: ONC(=O)[C@@H]1[C@H](CCC2(CN2)C1)C(=O)N1CCC(=CC1)C1=CC(=CC=C1)C(C)C ((6S,7S)-N-hydroxy-6-{[4-(3-isopropylphenyl)-3,6-dihydropyridin-1(2H)-yl]carbonyl}- -azaspiro[2.5]octane-7-carboxamide), [O-]S(=O)(=O)[O-].[Ba+2] (BaSO4). Run in CO (MeOH). The product is ONC(=O)[C@@H]1[C@H](NCC2(CC2)C1)C(=O)N1CCC(CC1)C1=CC(=CC=C1)C(C)C ((6S,7S)-N-hydroxy-6-{[4-(3-isopropylphenyl)piperidin-1-yl]carbonyl}-5-azaspiro[2.5]octane-7-carboxamide), Ms(ESI). RXN SMILES: [OH:1][NH:2][C:3]([C@H:5]1[CH2:12][C:9]2([NH:11][CH2:10]2)[CH2:8][CH2:7][C@@H:6]1[C:13]([N:15]1[CH2:20][CH:19]=[C:18]([C:21]2[CH:26]=[CH:25][CH:24]=[C:23]([CH:27]([CH3:29])[CH3:28])[CH:22]=2)[CH2:17][CH2:16]1)=[O:14])=[O:4].[O-]S([O-])(=O)=O.[Ba+2]>CO>[OH:1][NH:2][C:3]([C@H:5]1[CH2:12][C:9]2([CH2:7][CH2:8]2)[CH2:10][NH:11][C@@H:6]1[C:13]([N:15]1[CH2:20][CH2:19][CH:18]([C:21]2[CH:26]=[CH:25][CH:24]=[C:23]([CH:27]([CH3:29])[CH3:28])[CH:22]=2)[CH2:17][CH2:16]1)=[O:14])=[O:4] |f:1.2|. Reported procedure: (6S,7S)-N-hydroxy-6-{[4-(3-isopropylphenyl)-3,6-dihydropyridin-1(2H)-yl]carbonyl}- -azaspiro[2.5]octane-7-carboxamide (10 mg) was hydrogenated at 1.0 atm over BaSO4 in MeOH for one hour to give the desired product, Ms(ESI): (M+H)+=400.4.